This data is from the Open Reaction Database (ORD), a public repository of structured organic reaction records. The task is: describe an organic reaction: reactants, conditions, products, and yield Reactants: CCOC(=O)COc1ccc(Cc2c(-c3ccc(OCCN4CCCC4)cc3)sc3ccccc23)cc1, CN(C)N, Cc1ccccc1, C[Al](C)C, O. The product is CN(C)NC(=O)COc1ccc(Cc2c(-c3ccc(OCCN4CCCC4)cc3)sc3ccccc23)cc1. Reaction SMILES: [CH2:9]([O:11][C:12](=[O:10])[CH2:13][O:14][c:15]1[cH:16][cH:17][c:18]([CH2:19][c:20]2[c:21]3[c:22]([s:23][c:24]2-[c:25]2[cH:26][cH:27][c:28]([O:31][CH2:32][CH2:33][N:34]4[CH2:35][CH2:36][CH2:37][CH2:38]4)[cH:29][cH:30]2)[cH:39][cH:40][cH:41][cH:42]3)[cH:43][cH:44]1)[CH3:45].[CH3:1][N:2]([NH2:3])[CH3:4].[CH3:47][c:48]1[cH:49][cH:50][cH:51][cH:52][cH:53]1.[CH3:5][Al:6]([CH3:7])[CH3:8].[OH2:46]>>[CH3:1][N:2]([NH:3][C:12](=[O:11])[CH2:13][O:14][c:15]1[cH:16][cH:17][c:18]([CH2:19][c:20]2[c:21]3[c:22]([s:23][c:24]2-[c:25]2[cH:26][cH:27][c:28]([O:31][CH2:32][CH2:33][N:34]4[CH2:35][CH2:36][CH2:37][CH2:38]4)[cH:29][cH:30]2)[cH:39][cH:40][cH:41][cH:42]3)[cH:43][cH:44]1)[CH3:4]. Starting materials: F[B-](F)(F)F, CC(C)(C)OC(=O)NC(CC(=O)O)C(=O)OCc1ccccc1, CCN(C(C)C)C(C)C, Clc1ccc(OC2CNC2)cc1, ClCCl, Cl, CN(C)C(On1nnc2ccccc21)=[N+](C)C. Yields the product CC(C)(C)OC(=O)NC(CC(=O)N1CC(Oc2ccc(Cl)cc2)C1)C(=O)OCc1ccccc1. As a reaction SMILES: [B-:33]([F:34])([F:35])([F:36])[F:37].[CH2:1]([c:2]1[cH:3][cH:4][cH:5][cH:6][cH:7]1)[O:8][C:9]([CH:10]([CH2:11][C:12](=[O:13])[OH:14])[NH:15][C:16](=[O:17])[O:18][C:19]([CH3:20])([CH3:21])[CH3:22])=[O:23].[CH:24]([N:25]([CH:26]([CH3:27])[CH3:28])[CH2:29][CH3:30])([CH3:31])[CH3:32].[Cl:56][c:57]1[cH:58][cH:59][c:60]([O:61][CH:62]2[CH2:63][NH:64][CH2:65]2)[cH:66][cH:67]1.[Cl:68][CH2:69][Cl:70].[ClH:55].[n:38]1([O:39][C:40]([N:41]([CH3:42])[CH3:43])=[N+:44]([CH3:45])[CH3:46])[c:47]2[cH:48][cH:49][cH:50][cH:51][c:52]2[n:53][n:54]1>>[CH2:1]([c:2]1[cH:3][cH:4][cH:5][cH:6][cH:7]1)[O:8][C:9]([CH:10]([CH2:11][C:12](=[O:14])[N:64]1[CH2:63][CH:62]([O:61][c:60]2[cH:59][cH:58][c:57]([Cl:56])[cH:67][cH:66]2)[CH2:65]1)[NH:15][C:16](=[O:17])[O:18][C:19]([CH3:20])([CH3:21])[CH3:22])=[O:23]. Starting materials: CN(C)C=O, N#CCCl, COCc1cc(NC(=O)OC(C)C)cc(Cl)c1O, [H-], [Na+]. Product: COCc1cc(NC(=O)OC(C)C)cc(Cl)c1OCC#N. Reaction SMILES: [CH3:25][N:26]([CH3:27])[CH:28]=[O:29].[Cl:21][CH2:22][C:23]#[N:24].[Cl:3][c:4]1[cH:5][c:6]([NH:14][C:15]([O:16][CH:17]([CH3:18])[CH3:19])=[O:20])[cH:7][c:8]([CH2:11][O:12][CH3:13])[c:9]1[OH:10].[H-:1].[Na+:2]>>[Cl:3][c:4]1[cH:5][c:6]([NH:14][C:15]([O:16][CH:17]([CH3:18])[CH3:19])=[O:20])[cH:7][c:8]([CH2:11][O:12][CH3:13])[c:9]1[O:10][CH2:22][C:23]#[N:24]. Starting materials: CN(N=C(C1=C(C=CC=C1)Cl)Cl)S(=O)(=O)C1=CC=CC=C1 (N-methyl-N-(benzenesulfonyl)-2-chlorobenzohydrazonoyl chloride), ClC1=C(C#N)C=CC(=C1)OC1=NC=C(C=C1)C(F)(F)F (2-chloro-4-(5-trifluoromethylpyridine-2-yloxy)benzonitrile), ClC1=C(C=CC=C1)Cl (o-dichlorobenzene). Reagents/catalysts: [Fe](Cl)(Cl)Cl (iron (III) chloride). The solvent is C(Cl)(Cl)Cl (chloroform). Conditions: temperature 140 celsius, time 30 minute. Product: ClC1=C(C=CC=C1)C1=NN(C(=N1)C1=C(C=C(C=C1)OC1=NC=C(C=C1)C(F)(F)F)Cl)C (3-(2-chlorophenyl)-5-[2-chloro-4-(5-trifluoromethylpyridine-2-yloxy)phenyl]1-methyl-1H-1,2,4-triazole). Yield: 67.3%. RXN SMILES: [CH3:1][N:2](S(C1C=CC=CC=1)(=O)=O)[N:3]=[C:4](Cl)[C:5]1[CH:10]=[CH:9][CH:8]=[CH:7][C:6]=1[Cl:11].[Cl:22][C:23]1[CH:30]=[C:29]([O:31][C:32]2[CH:37]=[CH:36][C:35]([C:38]([F:41])([F:40])[F:39])=[CH:34][N:33]=2)[CH:28]=[CH:27][C:24]=1[C:25]#[N:26].ClC1C=CC=CC=1Cl>C(Cl)(Cl)Cl.[Fe](Cl)(Cl)Cl>[Cl:11][C:6]1[CH:7]=[CH:8][CH:9]=[CH:10][C:5]=1[C:4]1[N:26]=[C:25]([C:24]2[CH:27]=[CH:28][C:29]([O:31][C:32]3[CH:37]=[CH:36][C:35]([C:38]([F:41])([F:39])[F:40])=[CH:34][N:33]=3)=[CH:30][C:23]=2[Cl:22])[N:2]([CH3:1])[N:3]=1. Procedure details: A mixture of N-methyl-N-(benzenesulfonyl)-2-chlorobenzohydrazonoyl chloride (2.05 g), 2-chloro-4-(5-trifluoromethylpyridine-2-yloxy)benzonitrile (1.88 g), anhydrous iron (III) chloride (1.07 g) and o-dichlorobenzene (10 ml) is stirred at an oil bath temperature of 140° C. for 30 minutes. After cooling, it is dissolved in chloroform (300 ml) and washed with dilute hydrochloric acid, dilute aqueous solution of sodium hydroxide and saline. Then, it is dried over anhydrous magnesium sulfate and conc... Starting materials: Cc1ccc(C)c(C(=O)O)c1, Cc1cccc(-c2sc(C)nc2C(=O)N2CC3CC3C2CN)c1. Yields the product Cc1cccc(-c2sc(C)nc2C(=O)N2CC3CC3C2CNC(=O)c2cc(C)ccc2C)c1. RXN SMILES: [CH3:24][c:25]1[c:26]([C:27](=[O:28])[OH:29])[cH:30][c:31]([CH3:34])[cH:32][cH:33]1.[NH2:1][CH2:2][CH:3]1[CH:4]2[CH2:5][CH:6]2[CH2:7][N:8]1[C:9](=[O:10])[c:11]1[n:12][c:13]([CH3:23])[s:14][c:15]1-[c:16]1[cH:17][c:18]([CH3:22])[cH:19][cH:20][cH:21]1>>[NH:1]([CH2:2][CH:3]1[CH:4]2[CH2:5][CH:6]2[CH2:7][N:8]1[C:9](=[O:10])[c:11]1[n:12][c:13]([CH3:23])[s:14][c:15]1-[c:16]1[cH:17][c:18]([CH3:22])[cH:19][cH:20][cH:21]1)[C:27]([c:26]1[c:25]([CH3:24])[cH:33][cH:32][c:31]([CH3:34])[cH:30]1)=[O:28]. The reactants are C=CC1=CC=CC=C1 (styrene), p-DCC. Solvent: O (water). Run at time 3 hour. The product is CC(C)=C.C=CC1=CC=CC=C1 (isobutylene styrene). RXN SMILES: [CH2:1]=[CH:2][C:3]1[CH:8]=[CH:7][CH:6]=[CH:5][CH:4]=1>O>[CH3:4][C:3](=[CH2:2])[CH3:8].[CH2:1]=[CH:2][C:3]1[CH:8]=[CH:7][CH:6]=[CH:5][CH:4]=1 |f:2.3|. Procedure details: The polymerizable monomer component and polymerization initiator were charged into the storage tank 21, the catalyst was charged into the storage 22, and the electron donor was charged into the storage tank 33, in the respective proportions shown in Table 12. The reaction solution obtained at the outlet of the tubular reactor 26 in the same manner as in Example 1 was once allowed to reside in the cushioning vessel 30, then in the stirring vessel reactor 35, the second polymerizable monomer compo...